Task: describe an organic reaction: reactants, conditions, products, and yield. Dataset: the Open Reaction Database (ORD), a public repository of structured organic reaction records Reactants: COC(=O)CNCCNC(=O)OC(C)(C)C, Cc1ccnc2[nH]c(=O)c(CC(=O)O)cc12, C(=NC1CCCCC1)=NC1CCCCC1, CN(C)C=O. Product: COC(=O)CN(CCNC(=O)OC(C)(C)C)C(=O)Cc1cc2c(C)ccnc2[nH]c1=O. Reaction SMILES: [C:32]([CH3:33])([CH3:34])([CH3:35])[O:36][C:37](=[O:38])[NH:39][CH2:40][CH2:41][NH:42][CH2:43][C:44](=[O:45])[O:46][CH3:47].[CH3:1][c:2]1[c:3]2[cH:4][c:5]([CH2:13][C:14](=[O:15])[OH:16])[c:6](=[O:12])[nH:7][c:8]2[n:9][cH:10][cH:11]1.[CH:17]1([N:18]=[C:19]=[N:20][CH:21]2[CH2:22][CH2:23][CH2:24][CH2:25][CH2:26]2)[CH2:27][CH2:28][CH2:29][CH2:30][CH2:31]1.[O:48]=[CH:49][N:50]([CH3:51])[CH3:52]>>[CH3:1][c:2]1[c:3]2[cH:4][c:5]([CH2:13][C:14](=[O:16])[N:42]([CH2:41][CH2:40][NH:39][C:37]([O:36][C:32]([CH3:33])([CH3:34])[CH3:35])=[O:38])[CH2:43][C:44](=[O:45])[O:46][CH3:47])[c:6](=[O:12])[nH:7][c:8]2[n:9][cH:10][cH:11]1.